From a dataset of the Open Reaction Database (ORD), a public repository of structured organic reaction records. describe an organic reaction: reactants, conditions, products, and yield Reactants: CC(=O)NC1CCCc2ccc(C)nc21, Cl, [Na+], [OH-]. Product: Cc1ccc2c(n1)C(N)CCC2. As a reaction SMILES: [CH3:1][c:2]1[n:3][c:4]2[c:9]([cH:10][cH:11]1)[CH2:8][CH2:7][CH2:6][CH:5]2[NH:12][C:13](=[O:14])[CH3:15].[ClH:18].[Na+:17].[OH-:16]>>[CH3:1][c:2]1[n:3][c:4]2[c:9]([cH:10][cH:11]1)[CH2:8][CH2:7][CH2:6][CH:5]2[NH2:12].